From a dataset of the Open Reaction Database (ORD), a public repository of structured organic reaction records. describe an organic reaction: reactants, conditions, products, and yield The reactants are COC(C1=C(C=C(C(=C1)OC)OCCCCl)N)=O (2-amino-4-(3-chloro-propoxy)-5-methoxy-benzoic acid methyl ester), Cl.C(=N)N (formamidine hydrochloride). Run in C(C)O (ethanol). Reaction conditions: temperature 140 celsius. Yields the product ClCCCOC1=C(C=C2C(=NC=NC2=C1)O)OC (7-(3-chloro-propoxy)-6-methoxy-quinazolin-4-ol). Yield: 56.2%. Reaction SMILES: C[O:2][C:3](=O)[C:4]1[CH:9]=[C:8]([O:10][CH3:11])[C:7]([O:12][CH2:13][CH2:14][CH2:15][Cl:16])=[CH:6][C:5]=1[NH2:17].Cl.[CH:20](N)=[NH:21]>C(O)C>[Cl:16][CH2:15][CH2:14][CH2:13][O:12][C:7]1[CH:6]=[C:5]2[C:4]([C:3]([OH:2])=[N:21][CH:20]=[N:17]2)=[CH:9][C:8]=1[O:10][CH3:11] |f:1.2|. Procedure: To a solution of the intermediate from Step 3 (4.2 g, 15.35 mmol) in ethanol was added formamidine hydrochloride (2.97 g, 36.96 mmol). The mixture was heated at 140° C. in sealed tube for 12h. Completion of the reaction was monitored by LCMS. The precipitate formed was filtered and washed with ethanol and dried to afford the pure compound 7-(3-chloro-propoxy)-6-methoxy-quinazolin-4-ol (2.32 g, 56%) as a yellow solid. 1H NMR (300 MHz, DMSO-d6) δ 11.93 (brs, 1H), 7.99 (s, 1H), 7.45 (s, 1H), 7.16 (... Reactants: ClC1=CC(=C(C(=C1)NC)[N+](=O)[O-])N (4-chloro-2-amino-6-methylaminonitrobenzene), C(=O)O (formic acid). The reagents and catalysts are [Pd] (palladium). The solvent is C(C)N(CC)CC (triethylamine). Run at temperature 80 celsius. The product is NC1=C(C(=CC=C1)NC)[N+](=O)[O-] (2-amino-6-methylaminonitrobenzene). Reaction SMILES: Cl[C:2]1[CH:7]=[C:6]([NH:8][CH3:9])[C:5]([N+:10]([O-:12])=[O:11])=[C:4]([NH2:13])[CH:3]=1.C(O)=O>C(N(CC)CC)C.[Pd]>[NH2:13][C:4]1[CH:3]=[CH:2][CH:7]=[C:6]([NH:8][CH3:9])[C:5]=1[N+:10]([O-:12])=[O:11]. Procedure details: 59.5 mg of palladium at a concentration of 10% on charcoal are added to 0.014 mole (2.8 g) of 4-chloro-2-amino-6-methylaminonitrobenzene in 5.3 ml of triethylamine, and 1.16 ml of formic acid are then run in dropwise. A high exothermicity is noted. The reaction mixture is heated to 80° C. for 40 minutes. After dilution of the reaction mixture with ethanol, the catalyst is removed by hot filtration. The filtrate, evaporated under reduced pressure, enables a dry extract to be obtained. After dilut... The reactants are FC=1C=C(C(=O)CNC2=C(C=CC(=C2)OC)C2CC=3C=CC(=CC3CC2)OC(C(C)(C)C)=O)C=CC1O (pivalic acid 6-{2-[(3-fluoro-4-hydroxybenzoyl)methylamino]-4-methoxyphenyl}-5,6,7,8-tetrahydronaphthalen-2-yl ester), BrCC(=O)N1C(CCCC1(C)C)(C)C (2-bromo-1-(2,2,6,6-tetramethylpiperidin-1-yl)ethanone). Product: FC=1C=C(CCNC2=C(C=CC(=C2)OC)C2CC=3C=CC(=CC3CC2)O)C=CC1OCCN1C(CCCC1(C)C)(C)C (6-{2-{{3-Fluoro-4-[2-(2,2,6,6-tetramethylpiperidin-1-yl)ethoxy]benzyl}methylamino}-4-methoxyphenyl}-5,6,7,8-tetrahydronaphthalen-2-ol). The yield is 33.9%. As a reaction SMILES: [F:1][C:2]1[CH:3]=[C:4]([CH:34]=[CH:35][C:36]=1[OH:37])[C:5]([CH2:7][NH:8][C:9]1[CH:14]=[C:13]([O:15][CH3:16])[CH:12]=[CH:11][C:10]=1[CH:17]1[CH2:26][CH2:25][C:24]2[CH:23]=[C:22]([O:27]C(=O)C(C)(C)C)[CH:21]=[CH:20][C:19]=2[CH2:18]1)=O.Br[CH2:39][C:40]([N:42]1[C:47]([CH3:49])([CH3:48])[CH2:46][CH2:45][CH2:44][C:43]1([CH3:51])[CH3:50])=O>>[F:1][C:2]1[CH:3]=[C:4]([CH:34]=[CH:35][C:36]=1[O:37][CH2:39][CH2:40][N:42]1[C:47]([CH3:49])([CH3:48])[CH2:46][CH2:45][CH2:44][C:43]1([CH3:51])[CH3:50])[CH2:5][CH2:7][NH:8][C:9]1[CH:14]=[C:13]([O:15][CH3:16])[CH:12]=[CH:11][C:10]=1[CH:17]1[CH2:26][CH2:25][C:24]2[CH:23]=[C:22]([OH:27])[CH:21]=[CH:20][C:19]=2[CH2:18]1. Reported procedure: Synthesized from pivalic acid 6-{2-[(3-fluoro-4-hydroxybenzoyl)methylamino]-4-methoxyphenyl}-5,6,7,8-tetrahydronaphthalen-2-yl ester (20 mg) and 2-bromo-1-(2,2,6,6-tetramethylpiperidin-1-yl)ethanone (21 mg) according to an analogous synthetic method to Example 404 and purified by LC-MS, the title compound (7.7 mg) was obtained. Reactants: C1CCOC1, SC1CCCCC1, O=C(Nc1nc2cccc(Cl)n2n1)c1cccnc1. Product: O=C(Nc1nc2cccc(SC3CCCCC3)n2n1)c1cccnc1. As a reaction SMILES: [CH2:27]1[O:28][CH2:29][CH2:30][CH2:31]1.[CH:20]1([SH:26])[CH2:21][CH2:22][CH2:23][CH2:24][CH2:25]1.[Cl:1][c:2]1[cH:3][cH:4][cH:5][c:6]2[n:7]1[n:8][c:9]([NH:11][C:12]([c:13]1[cH:14][n:15][cH:16][cH:17][cH:18]1)=[O:19])[n:10]2>>[c:2]1([S:26][CH:20]2[CH2:21][CH2:22][CH2:23][CH2:24][CH2:25]2)[cH:3][cH:4][cH:5][c:6]2[n:7]1[n:8][c:9]([NH:11][C:12]([c:13]1[cH:14][n:15][cH:16][cH:17][cH:18]1)=[O:19])[n:10]2.